From a dataset of the Open Reaction Database (ORD), a public repository of structured organic reaction records. describe an organic reaction: reactants, conditions, products, and yield The reactants are CC1([C@H]2[C@H](C3=C(O1)C=C(C=C3OCCCC(=O)O)CCCCC)C=C(CC2)C)C ((6aR-trans)-4-[(6a,7,8,10a-Tetrahydro-6,6,9-trimethyl-3-pentyl-6H-dibenzo[b,d]pyran-1-yl)oxy]butanoic acid), C(C(=O)Cl)(=O)Cl (oxalyl chloride), ice, ice, NCCC1=CC=C(C=C1)O (tyramine), Cl (hydrochloric acid). Run in C1=CC=CC=C1 (benzene), [OH-].[Na+] (sodium hydroxide). Run at time 30 minute. Product: CC1([C@H]2[C@H](C3=C(O1)C=C(C=C3OCCCC(=O)NCCC3=CC=C(C=C3)O)CCCCC)C=C(CC2)C)C ((6aR-trans)-4-[(6a,7,8,10a-Tetrahydro-6,6,9-trimethyl-3-pentyl-6H-dibenzo[b,d]pyran-1-yl)oxy]-N-[2-(4-hydroxyphenyl)ethyl]butanamide). The yield is 25.5%. RXN SMILES: [CH3:1][C:2]1([CH3:29])[O:7][C:6]2[CH:8]=[C:9]([CH2:19][CH2:20][CH2:21][CH2:22][CH3:23])[CH:10]=[C:11]([O:12][CH2:13][CH2:14][CH2:15][C:16]([OH:18])=O)[C:5]=2[C@@H:4]2[CH:24]=[C:25]([CH3:28])[CH2:26][CH2:27][C@@H:3]12.C(Cl)(=O)C(Cl)=O.[NH2:36][CH2:37][CH2:38][C:39]1[CH:44]=[CH:43][C:42]([OH:45])=[CH:41][CH:40]=1.Cl>C1C=CC=CC=1.[OH-].[Na+]>[CH3:29][C:2]1([CH3:1])[O:7][C:6]2[CH:8]=[C:9]([CH2:19][CH2:20][CH2:21][CH2:22][CH3:23])[CH:10]=[C:11]([O:12][CH2:13][CH2:14][CH2:15][C:16]([NH:36][CH2:37][CH2:38][C:39]3[CH:44]=[CH:43][C:42]([OH:45])=[CH:41][CH:40]=3)=[O:18])[C:5]=2[C@@H:4]2[CH:24]=[C:25]([CH3:28])[CH2:26][CH2:27][C@@H:3]12 |f:5.6|. Reported procedure: To a solution of 1.00 g (2.49 mmol) of (6aR-trans)-4-[(6a,7,8,10a-Tetrahydro-6,6,9-trimethyl-3-pentyl-6H-dibenzo[b,d]pyran-1-yl)oxy]butanoic acid in 4 ml of benzene was added 1.0 ml (1.46 g, 11.4 mmol) of oxalyl chloride. When the evolution of gas ceased, the mixture was heated with an 80° oil, both for 30 min. The excess oxalyl chloride and the benzene were evaporated under vacuum, 2 ml of benzene was added, and this was also evaporated. The residue was dissolved in 2 ml of ether and add with s... Starting materials: C(C)OC(=O)C=1N=C(SC1)COC1=CC=C(C=C1)I (2-(4-iodo-phenoxymethyl)-thiazole-4-carboxylic acid ethyl ester), C(C)OC(=O)C=1N=C(SC1)COC1=CC=C(C=C1)I (2-(4-iodo-phenoxymethyl)-thiazole-4-carboxylic acid ethyl ester), C1(=CC=CC2=CC=CC=C12)B(O)O (1-naphthaleneboronic acid). Product: C1(=CC=CC2=CC=CC=C12)C1=CC=C(OCC=2SC=C(N2)C(=O)O)C=C1 (2-(4-Naphthalen-1-yl-phenoxymethyl)-thiazole-4-carboxylic acid). As a reaction SMILES: C([O:3][C:4]([C:6]1[N:7]=[C:8]([CH2:11][O:12][C:13]2[CH:18]=[CH:17][C:16](I)=[CH:15][CH:14]=2)[S:9][CH:10]=1)=[O:5])C.[C:20]1(B(O)O)[C:29]2[C:24](=[CH:25][CH:26]=[CH:27][CH:28]=2)[CH:23]=[CH:22][CH:21]=1>>[C:28]1([C:16]2[CH:15]=[CH:14][C:13]([O:12][CH2:11][C:8]3[S:9][CH:10]=[C:6]([C:4]([OH:3])=[O:5])[N:7]=3)=[CH:18][CH:17]=2)[C:29]2[C:24](=[CH:23][CH:22]=[CH:21][CH:20]=2)[CH:25]=[CH:26][CH:27]=1. Procedure details: 2-(4-Naphthalen-1-yl-phenoxymethyl)-thiazole-4-carboxylic acid was prepared using the procedure described above for the preparation of Example 22 from 2-(4-iodo-phenoxymethyl)-thiazole-4-carboxylic acid ethyl ester (of Intermediate 2) and 1-naphthaleneboronic acid (available from Aldrich Chemical Company, Inc., Milwaukee, Wis.). Mass spectrum MH+=362. Reactants: C1CCOC1, [Cl-], CC(C)(C)OC(=O)N1CCC(N=[N+]=[N-])C(=O)C1, [NH4+], O. The product is CC(C)(C)OC(=O)N1CCC(N=[N+]=[N-])C(O)C1. As a reaction SMILES: [CH2:18]1[O:19][CH2:20][CH2:21][CH2:22]1.[Cl-:23].[N:1](=[N+:2]=[N-:3])[CH:4]1[C:5](=[O:17])[CH2:6][N:7]([C:10](=[O:11])[O:12][C:13]([CH3:14])([CH3:15])[CH3:16])[CH2:8][CH2:9]1.[NH4+:24].[OH2:25]>>[N:1](=[N+:2]=[N-:3])[CH:4]1[CH:5]([OH:17])[CH2:6][N:7]([C:10](=[O:11])[O:12][C:13]([CH3:14])([CH3:15])[CH3:16])[CH2:8][CH2:9]1. The reactants are C1(=CC=CC2=CC=CC=C12)N1CCNCC1 (1-naphthylpiperazine), S(=O)(=O)(O)C1=CC=C(C)C=C1.C(C)SC1(C(NC2=CC=C(C=C12)F)=O)CCO (3-(ethylthio)-5-fluoro-3-(2-hydroxyethyl) -1,3-dihydro-2(2H)-indolone tosylate). Yields the product C(C)SC1(C(NC2=CC=C(C=C12)F)=O)CCN1CCN(CC1)C1=CC=CC2=CC=CC=C12 (3-Ethylthio-5-fluoro-3-(2-[4-(1-naphthyl)-1-piperazinyl]ethyl}-1,3-dihydro-2(2H)-indolone). As a reaction SMILES: [C:1]1([N:11]2[CH2:16][CH2:15][NH:14][CH2:13][CH2:12]2)[C:10]2[C:5](=[CH:6][CH:7]=[CH:8][CH:9]=2)[CH:4]=[CH:3][CH:2]=1.S(C1C=CC(C)=CC=1)(O)(=O)=O.[CH2:28]([S:30][C:31]1([CH2:42][CH2:43]O)[C:39]2[C:34](=[CH:35][CH:36]=[C:37]([F:40])[CH:38]=2)[NH:33][C:32]1=[O:41])[CH3:29]>>[CH2:28]([S:30][C:31]1([CH2:42][CH2:43][N:14]2[CH2:15][CH2:16][N:11]([C:1]3[C:10]4[C:5](=[CH:6][CH:7]=[CH:8][CH:9]=4)[CH:4]=[CH:3][CH:2]=3)[CH2:12][CH2:13]2)[C:39]2[C:34](=[CH:35][CH:36]=[C:37]([F:40])[CH:38]=2)[NH:33][C:32]1=[O:41])[CH3:29] |f:1.2|. Procedure: The product is obtained by following the procedure described under 1.3, starting with 31.6 g (0.148 mole) of 1-naphthylpiperazine and 30.5 g (0.074 mole) of 3-(ethylthio)-5-fluoro-3-(2-hydroxyethyl) -1,3-dihydro-2(2H)-indolone tosylate. Reactants: C(=O)(OC(C)(C)C)N1CCN(CC1)CCOC1=CC(=C(C=C1)N)NCCCC (1-BOC-4-[2-(4-amino-3-butylamino-phenoxy)-ethyl]-piperazine), C(C)(C)(C)C=1C=C(OC=2C=C(C=O)C=CC2)C=CC1 (3-(3-tert-butylphenoxy)benzaldehyde). Yields the product C(CCC)N1C(=NC2=C1C=C(C=C2)OCCN2CCNCC2)C2=CC(=CC=C2)OC2=CC(=CC=C2)C(C)(C)C (1-butyl-2-{3-[3-tert-butyl-phenoxy]-phenyl}-6-(2-piperazin-1-yl-ethoxy)-1H-benzimidazole). As a reaction SMILES: C([N:8]1[CH2:13][CH2:12][N:11]([CH2:14][CH2:15][O:16][C:17]2[CH:22]=[CH:21][C:20]([NH2:23])=[C:19]([NH:24][CH2:25][CH2:26][CH2:27][CH3:28])[CH:18]=2)[CH2:10][CH2:9]1)(OC(C)(C)C)=O.[C:29]([C:33]1[CH:34]=[C:35]([CH:45]=[CH:46][CH:47]=1)[O:36][C:37]1[CH:38]=[C:39]([CH:42]=[CH:43][CH:44]=1)[CH:40]=O)([CH3:32])([CH3:31])[CH3:30]>>[CH2:25]([N:24]1[C:19]2[CH:18]=[C:17]([O:16][CH2:15][CH2:14][N:11]3[CH2:10][CH2:9][NH:8][CH2:13][CH2:12]3)[CH:22]=[CH:21][C:20]=2[N:23]=[C:40]1[C:39]1[CH:42]=[CH:43][CH:44]=[C:37]([O:36][C:35]2[CH:45]=[CH:46][CH:47]=[C:33]([C:29]([CH3:32])([CH3:31])[CH3:30])[CH:34]=2)[CH:38]=1)[CH2:26][CH2:27][CH3:28]. Procedure details: A mixture of 1-BOC-4-[2-(4-amino-3-butylamino-phenoxy)-ethyl]-piperazine (synthesized via General Procedures G1 and G2 and H) (0.130 g, 0.512 mmol) and 3-(3-tert-butylphenoxy)benzaldehyde was subjected to General Procedure K. Reaction was concentrated and purified on silica gel chromatography using DCM-2% MeOH/DCM. The BOC-group was removed employing General Procedure T1 to give 1-butyl-2-{3-[3-tert-butyl-phenoxy]-phenyl}-6-(2-piperazin-1-yl-ethoxy)-1H-benzimidazole (0.10 g).